This data is from the Open Reaction Database (ORD), a public repository of structured organic reaction records. The task is: describe an organic reaction: reactants, conditions, products, and yield Reactants: CC#N, CCN(C(C)C)C(C)C, Nc1nc2ccc(Cl)nc2c(=O)[nH]1, O=P(Cl)(Cl)Cl, c1nc[nH]n1. Yields the product Nc1nc(-n2cncn2)c2nc(Cl)ccc2n1. As a reaction SMILES: [CH3:33][C:34]#[N:35].[CH:24]([N:25]([CH2:26][CH3:27])[CH:28]([CH3:29])[CH3:30])([CH3:31])[CH3:32].[NH2:11][c:12]1[nH:13][c:14](=[O:23])[c:15]2[c:16]([n:17]1)[cH:18][cH:19][c:20]([Cl:22])[n:21]2.[P:6]([Cl:7])([Cl:8])([Cl:9])=[O:10].[nH:1]1[n:2][cH:3][n:4][cH:5]1>>[n:1]1(-[c:14]2[n:13][c:12]([NH2:11])[n:17][c:16]3[c:15]2[n:21][c:20]([Cl:22])[cH:19][cH:18]3)[n:2][cH:3][n:4][cH:5]1. Starting materials: [Al+3], [Cl-], [Cl-], [Cl-], O=C(Cl)c1cccc(Cl)c1, ClCCCl, COc1ccc2c(-c3ccccc3)csc2c1. Yields the product COc1ccc2c(-c3ccccc3)c(C(=O)c3cccc(Cl)c3)sc2c1. RXN SMILES: [Al+3:29].[Cl-:28].[Cl-:30].[Cl-:31].[Cl:18][c:19]1[cH:20][c:21]([C:22](=[O:23])[Cl:24])[cH:25][cH:26][cH:27]1.[Cl:32][CH2:33][CH2:34][Cl:35].[c:1]1(-[c:7]2[cH:8][s:9][c:10]3[c:11]2[cH:12][cH:13][c:14]([O:16][CH3:17])[cH:15]3)[cH:2][cH:3][cH:4][cH:5][cH:6]1>>[c:1]1(-[c:7]2[c:8]([C:22]([c:21]3[cH:20][c:19]([Cl:18])[cH:27][cH:26][cH:25]3)=[O:23])[s:9][c:10]3[c:11]2[cH:12][cH:13][c:14]([O:16][CH3:17])[cH:15]3)[cH:2][cH:3][cH:4][cH:5][cH:6]1. Starting materials: C1(CC1)COCC(=O)C1=CC=CC=C1 (2-(cyclopropylmethoxy)-acetophenone), CN(C=O)C (dimethylformamide), COC(N(C)C)OC (dimethylformamide dimethylacetal), C(#N)CC(=O)N (cyanoacetamide). The solvent is C(C)OCC (diethyl ether), O (water). Conditions: temperature 140 celsius. The product is C(#N)C=1C(NC(=CC1)C1=C(C=CC=C1)OCC1CC1)=O (3-Cyano-6-(2-cyclopropylmethoxyphenyl)-2(1H)-pyridinone). Reaction SMILES: [CH:1]1([CH2:4][O:5][CH2:6][C:7]([C:9]2[CH:14]=[CH:13][CH:12]=[CH:11][CH:10]=2)=O)[CH2:3][CH2:2]1.C[N:16](C)[CH:17]=[O:18].COC(OC)N(C)C.[C:28]([CH2:30][C:31](N)=O)#[N:29]>C(OCC)C.O>[C:28]([C:30]1[C:17](=[O:18])[NH:16][C:11]([C:12]2[CH:13]=[CH:14][CH:9]=[CH:7][C:6]=2[O:5][CH2:4][CH:1]2[CH2:2][CH2:3]2)=[CH:10][CH:31]=1)#[N:29]. Procedure: A stirred mixture of 2-(cyclopropylmethoxy)-acetophenone (15 g), dimethylformamide (45 ml) and dimethylformamide dimethylacetal (12.75 ml) was heated at 140° C. for 25 hours, then cyanoacetamide (8.29 g) was added and the mixture was heated for a further 18 hours. The cool mixture was added to water (200 ml) and diethyl ether (100 ml) and the solid was collected by filtration, washed with water then with ethanol. Digestion with acetonitrile give the title compound, 6.1 g, m.p. 250°-252° C. (from...